Dataset: the Open Reaction Database (ORD), a public repository of structured organic reaction records. Task: describe an organic reaction: reactants, conditions, products, and yield Starting materials: crude product, [H-].[Na+] (sodium hydride), FC(C=1C=C(CNC(C(=O)OC)C2=CNC3=CC=CC=C23)C=CC1)(F)F (methyl α-[3-(trifluoromethyl)benzylamino]-indole-3acetate), ClC1=CC=C(CCl)C=C1 (parachlorobenzyl chloride), CCCCCC.C(C)(=O)OCC (hexane ethyl acetate). Solvent: CN(C=O)C (DMF), CCOCC (ether), CN(C=O)C (dimethylformamide). Conditions: time 10 minute. The product is CN(C(C(=O)OC)C1=CN(C2=CC=CC=C12)CC1=CC=C(C=C1)Cl)CC1=CC(=CC=C1)C(F)(F)F (Methyl α-[N-methyl-3-(trifluoromethyl)benzylamino]-1-(4-chlorobenzyl)indole-3-acetate). RXN SMILES: [H-].[Na+].[F:3][C:4]([F:28])([F:27])[C:5]1[CH:6]=[C:7]([CH:24]=[CH:25][CH:26]=1)[CH2:8][NH:9][CH:10]([C:15]1[C:23]2[C:18](=[CH:19][CH:20]=[CH:21][CH:22]=2)[NH:17][CH:16]=1)[C:11]([O:13][CH3:14])=[O:12].[Cl:29][C:30]1[CH:37]=[CH:36][C:33]([CH2:34]Cl)=[CH:32][CH:31]=1.[CH3:38]CCCCC.C(OCC)(=O)C>CN(C)C=O.CCOCC>[CH3:38][N:9]([CH2:8][C:7]1[CH:24]=[CH:25][CH:26]=[C:5]([C:4]([F:3])([F:27])[F:28])[CH:6]=1)[CH:10]([C:15]1[C:23]2[C:18](=[CH:19][CH:20]=[CH:21][CH:22]=2)[N:17]([CH2:34][C:33]2[CH:36]=[CH:37][C:30]([Cl:29])=[CH:31][CH:32]=2)[CH:16]=1)[C:11]([O:13][CH3:14])=[O:12] |f:0.1,4.5|. Procedure: To a magnetically stirred suspension of sodium hydride (60% oil dispersion washed two times with hexane, 80 mg, 2.0 mmol) in 5 mL of dimethylformamide (DMF) under nitrogen was added methyl α-[3-(trifluoromethyl)benzylamino]-indole-3acetate (752 mg, 2.0 mmol) dissolved in 2 mL DMF. Stirring was continued at room temperature for 10 minutes. At the end of this time, 0.322 g (2.0 mmol) of parachlorobenzyl chloride was added and the reaction stirred at room temperature for one hour. The reaction was ... Starting materials: Nc1ccc2c(c1)COC(Nc1cccc(C3CC3)c1)=N2, O=Cc1ccccc1. Product: c1ccc(CNc2ccc3c(c2)COC(Nc2cccc(C4CC4)c2)=N3)cc1. Reaction SMILES: [CH:1]1([c:4]2[cH:5][c:6]([NH:10][C:11]3=[N:16][c:15]4[c:14]([cH:20][c:19]([NH2:21])[cH:18][cH:17]4)[CH2:13][O:12]3)[cH:7][cH:8][cH:9]2)[CH2:2][CH2:3]1.[CH:22](=[O:23])[c:24]1[cH:25][cH:26][cH:27][cH:28][cH:29]1>>[CH:1]1([c:4]2[cH:5][c:6]([NH:10][C:11]3=[N:16][c:15]4[c:14]([cH:20][c:19]([NH:21][CH2:22][c:24]5[cH:25][cH:26][cH:27][cH:28][cH:29]5)[cH:18][cH:17]4)[CH2:13][O:12]3)[cH:7][cH:8][cH:9]2)[CH2:2][CH2:3]1.